describe an organic reaction: reactants, conditions, products, and yield From a dataset of the Open Reaction Database (ORD), a public repository of structured organic reaction records. Starting materials: CN(C)CC1=CC2=C(CN(CC2)CCCCCCC2=CC=CC=C2)O1 (N,N-Dimethyl-[6-(6-phenylhexyl)-4,5,6,7-tetrahydrofuro[2,3-c]pyridin-2-ylmethyl]amine), Cl (hydrogen chloride). Solvent: CO (methanol), CO (methanol). Product: Cl.Cl.CN(C)CC1=CC2=C(CN(CC2)CCCCCCC2=CC=CC=C2)O1 (N,N-dimethyl-[6-(6-phenylhexyl)-4,5,6,7-tetrahydrofuro[2,3-c]pyridin-2-ylmethyl]amine dihydrochloride). As a reaction SMILES: [CH3:1][N:2]([CH2:4][C:5]1[O:25][C:8]2[CH2:9][N:10]([CH2:13][CH2:14][CH2:15][CH2:16][CH2:17][CH2:18][C:19]3[CH:24]=[CH:23][CH:22]=[CH:21][CH:20]=3)[CH2:11][CH2:12][C:7]=2[CH:6]=1)[CH3:3].[ClH:26]>CO>[ClH:26].[ClH:26].[CH3:1][N:2]([CH2:4][C:5]1[O:25][C:8]2[CH2:9][N:10]([CH2:13][CH2:14][CH2:15][CH2:16][CH2:17][CH2:18][C:19]3[CH:20]=[CH:21][CH:22]=[CH:23][CH:24]=3)[CH2:11][CH2:12][C:7]=2[CH:6]=1)[CH3:3] |f:3.4.5|. Procedure: N,N-Dimethyl-[6-(6-phenylhexyl)-4,5,6,7-tetrahydrofuro[2,3-c]pyridin-2-ylmethyl]amine 0.088 g was dissolved in 2 ml of methanol; hydrogen chloride in methanol was added in excess, followed by stirring. This mixture was concentrated to yield the desired product. Reactants: C(C)[C@@]1(C2(OCCO2)CCCC1)CCC(=O)OCCO ((S)-6-Ethyl-1,4-dioxaspiro[4.5]decane-6-propanoic acid, 2-hydroxyethyl ester), C(C)[C@@]1(C2(OCCO2)CCCC1)CCC(=O)OCCO ((S)-6-Ethyl-1,4-dioxaspiro[4.5]decane-6-propanoic Acid, 2-Hydroxyethyl Ester), C1(=CC=CC=C1)[Mg]Br (phenylmagnesium bromide), solution. The solvent is CCOCC (ether), CCOCC (ether). Product: C(C)[C@@]1(C2(OCCO2)CCCC1)CCC(O)(C1=CC=CC=C1)C1=CC=CC=C1 ((S)-6-Ethyl-α,α-diphenyl-1,4-dioxaspiro[4.5]decane-6-propanol). Reaction SMILES: [CH2:1]([C@@:3]1([CH2:13][CH2:14][C:15]([O:17]CCO)=O)[CH2:12][CH2:11][CH2:10][CH2:9][C:4]21[O:8][CH2:7][CH2:6][O:5]2)[CH3:2].[C:21]1([Mg]Br)[CH:26]=[CH:25][CH:24]=[CH:23][CH:22]=1>CCOCC>[CH2:1]([C@@:3]1([CH2:13][CH2:14][C:15]([C:3]2[CH:12]=[CH:11][CH:10]=[CH:9][CH:4]=2)([C:21]2[CH:26]=[CH:25][CH:24]=[CH:23][CH:22]=2)[OH:17])[CH2:12][CH2:11][CH2:10][CH2:9][C:4]21[O:5][CH2:6][CH2:7][O:8]2)[CH3:2]. Reported procedure: (S)-6-Ethyl-1,4-dioxaspiro[4.5]decane-6-propanoic acid, 2-hydroxyethyl ester (one half of the material produced in step (d), 460 g) was diluted to 1 L with anhydrous ether and added dropwise (quickly, almost as a slow stream) to a solution of phenylmagnesium bromide (5.05 mol, 1.68 L of a 3M solution) in ether at 0° C. After 5 minutes the reaction was quenched with 1M hydrochloric acid until all of the salts dissolved. The mixture was extracted with ether (3×500 mL), dried over magnesium sulfate... Reactants: FC1=CC=C(OC[C@H]2OC(CC2)O)C=C1 ((2S)-(4-fluorophenoxymethyl)-5-hydroxytetrahydrofuran), [Si](C)(C)(C(C)(C)C)Cl (tert-butyldimethylsilylchloride), N1C=NC=C1 (imidazole). Solvent: C(Cl)Cl (CH2Cl2), C(Cl)Cl (CH2Cl2). Run at time 3 hour. Product: FC1=CC=C(OCC2OC(CC2)O[Si](C)(C)C(C)(C)C)C=C1 ((4-fluorophenoxymethyl)-5-(tert-butyldimethylsiloxy)-tetrahydrofuran), 8. The yield is 95.0%. Reaction SMILES: [F:1][C:2]1[CH:15]=[CH:14][C:5]([O:6][CH2:7][C@@H:8]2[CH2:12][CH2:11][CH:10]([OH:13])[O:9]2)=[CH:4][CH:3]=1.N1C=CN=C1.[Si:21](Cl)([C:24]([CH3:27])([CH3:26])[CH3:25])([CH3:23])[CH3:22]>C(Cl)Cl>[F:1][C:2]1[CH:15]=[CH:14][C:5]([O:6][CH2:7][CH:8]2[CH2:12][CH2:11][CH:10]([O:13][Si:21]([C:24]([CH3:27])([CH3:26])[CH3:25])([CH3:23])[CH3:22])[O:9]2)=[CH:4][CH:3]=1. Procedure: A solution of 3.47 g of (2S)-(4-fluorophenoxymethyl)-5-hydroxytetrahydrofuran 7 in 30 mL of CH2Cl2 was taken in an100 mL round bottom flask equipped with a magnetic stir bar and nitrogen inlet. That solution was cooled in an ice-water bath and 2.18 g (0.032 mol) of imidazole was added, followed by a solution of 3.6 g (0.024 mol) of tert-butyldimethylsilylchloride (TBDMSCl) in 30 mL of CH2Cl2. The reaction mixture then was stirred at room temperature for 3 hours, and the reaction then quenched wi... Product: O=C(O)c1sc(-c2cccnc2)nc1C(F)(F)F. RXN SMILES: [CH2:1]([CH3:2])[O:3][C:4](=[O:5])[c:6]1[c:7]([C:17]([F:18])([F:19])[F:20])[n:8][c:9](-[c:11]2[cH:12][n:13][cH:14][cH:15][cH:16]2)[s:10]1.[CH3:25][OH:26].[ClH:23].[Na+:22].[OH-:21].[OH2:24]>>[O:3]=[C:4]([OH:5])[c:6]1[c:7]([C:17]([F:18])([F:19])[F:20])[n:8][c:9](-[c:11]2[cH:12][n:13][cH:14][cH:15][cH:16]2)[s:10]1. Reactants: CCOC(=O)c1sc(-c2cccnc2)nc1C(F)(F)F, CO, Cl, [Na+], [OH-], O. Reactants: C(C)(C)(C)OC(NC(C(C)C)C1=NC2=C(N1CC1=CC=CC=C1)C=CC(=C2)Br)=O ([1-(1-Benzyl-5-bromo-1H-benzimidazol-2-yl)-2-methyl-propyl]-carbamic acid tert-butyl ester), FC(C(=O)O)(F)F (trifluoroacetic acid). The solvent is C(Cl)Cl (DCM). Reaction conditions: time 30 minute. Yields the product C(C1=CC=CC=C1)N1C(=NC2=C1C=CC(=C2)Br)C(C(C)C)N (1-(1-Benzyl-5-bromo-1H-benzimidazol-2-yl)-2-methyl-propylamine). As a reaction SMILES: C(OC(=O)[NH:7][CH:8]([C:12]1[N:16]([CH2:17][C:18]2[CH:23]=[CH:22][CH:21]=[CH:20][CH:19]=2)[C:15]2[CH:24]=[CH:25][C:26]([Br:28])=[CH:27][C:14]=2[N:13]=1)[CH:9]([CH3:11])[CH3:10])(C)(C)C.FC(F)(F)C(O)=O>C(Cl)Cl>[CH2:17]([N:16]1[C:15]2[CH:24]=[CH:25][C:26]([Br:28])=[CH:27][C:14]=2[N:13]=[C:12]1[CH:8]([NH2:7])[CH:9]([CH3:10])[CH3:11])[C:18]1[CH:19]=[CH:20][CH:21]=[CH:22][CH:23]=1. Procedure details: To a solution of [1-(1-Benzyl-5-bromo-1H-benzimidazol-2-yl)-2-methyl-propyl]-carbamic acid tert-butyl ester in DCM (2 ml), was added trifluoroacetic acid (0.5 ml). The reaction mixture was stirred at room temperature for 30 minutes. The solvent was removed in vacuo to give the free amine product. Reactants: NC1CC(CC1)(C1=CC=CC=C1)C1=CC=C(C=C1)OC (1amino-3-(4methoxyphenyl)-3-phenylcyclopentane), Cl (Hydrochloride). Yields the product NC1CC(CC1)(C1=CC=CC=C1)C1=CC=CC=C1 (1-Amino-3,3-diphenylcyclopentane). Procedure details: 1amino-3-(4methoxyphenyl)-3-phenylcyclopentane [PUT 104] Hydrochloride m.p. 230°-232° C. As a reaction SMILES: [NH2:1][CH:2]1[CH2:6][CH2:5][C:4]([C:13]2[CH:18]=[CH:17][C:16](OC)=[CH:15][CH:14]=2)([C:7]2[CH:12]=[CH:11][CH:10]=[CH:9][CH:8]=2)[CH2:3]1.Cl>>[NH2:1][CH:2]1[CH2:6][CH2:5][C:4]([C:7]2[CH:12]=[CH:11][CH:10]=[CH:9][CH:8]=2)([C:13]2[CH:18]=[CH:17][CH:16]=[CH:15][CH:14]=2)[CH2:3]1. Reactants: C(C)OC(=O)N1CCN(CC1)C([C@H](CC(=O)OC(C)(C)C)NC(=O)C1=NN(C(=C1)O)C1=CC=CC=C1)=O (4-{(S)-3-tert-Butoxycarbonyl-2-[(5-hydroxy-1-phenyl-1H-pyrazole-3-carbonyl)-amino]propionyl}-piperazine-1-carboxylic acid ethyl ester), BrCC(=O)OCC1=CC=CC=C1 (benzyl bromoacetate), C([O-])([O-])=O.[Cs+].[Cs+] (cesium carbonate). Solvent: CN(C)C=O (DMF), C(C)(=O)OCC (ethyl acetate). Reaction conditions: time 12 hour. Yields the product C(C)OC(=O)N1CCN(CC1)C([C@H](CC(=O)OC(C)(C)C)NC(=O)C1=NN(C(=C1)OCC(=O)OCC1=CC=CC=C1)C1=CC=CC=C1)=O (4-{(S)-2-[(5-Benzyloxycarbonylmethoxy-1-phenyl-1H-pyrazole-3-carbonyl)-amino]-3-tert-butoxycarbonyl-propionyl}-piperazine-1-carboxylic acid ethyl ester). Reaction SMILES: [CH2:1]([O:3][C:4]([N:6]1[CH2:11][CH2:10][N:9]([C:12](=[O:37])[C@@H:13]([NH:22][C:23]([C:25]2[CH:29]=[C:28]([OH:30])[N:27]([C:31]3[CH:36]=[CH:35][CH:34]=[CH:33][CH:32]=3)[N:26]=2)=[O:24])[CH2:14][C:15]([O:17][C:18]([CH3:21])([CH3:20])[CH3:19])=[O:16])[CH2:8][CH2:7]1)=[O:5])[CH3:2].Br[CH2:39][C:40]([O:42][CH2:43][C:44]1[CH:49]=[CH:48][CH:47]=[CH:46][CH:45]=1)=[O:41].C(=O)([O-])[O-].[Cs+].[Cs+]>CN(C=O)C.C(OCC)(=O)C>[CH2:1]([O:3][C:4]([N:6]1[CH2:11][CH2:10][N:9]([C:12](=[O:37])[C@@H:13]([NH:22][C:23]([C:25]2[CH:29]=[C:28]([O:30][CH2:39][C:40]([O:42][CH2:43][C:44]3[CH:49]=[CH:48][CH:47]=[CH:46][CH:45]=3)=[O:41])[N:27]([C:31]3[CH:36]=[CH:35][CH:34]=[CH:33][CH:32]=3)[N:26]=2)=[O:24])[CH2:14][C:15]([O:17][C:18]([CH3:21])([CH3:20])[CH3:19])=[O:16])[CH2:8][CH2:7]1)=[O:5])[CH3:2] |f:2.3.4|. Procedure details: To a solution of 8.0 g 4-{(S)-3-tert-Butoxycarbonyl-2-[(5-hydroxy-1-phenyl-1H-pyrazole-3-carbonyl)-amino]propionyl}-piperazine-1-carboxylic acid ethyl ester in 50 ml DMF were added 2.5 ml benzyl bromoacetate and 10.1 g cesium carbonate. After stirring at RT for 12 h the solution was reduced to a volume of 50 ml, diluted with 400 ml ethyl acetate and extracted with aqueous LiCl (4% w/w) and aqueous NaHCO3. The crude product obtained after evaporation of the solvent was used in the subsequent reac... The reactants are CCO, Cc1cc(N=Nc2ccccc2C(=CC(=O)N(C(C)C)C(C)C)c2ccccc2)cc(C)c1O. The product is CC(C)N(C(=O)C=C(c1ccccc1)c1ccccc1N)C(C)C. Reaction SMILES: [CH3:35][CH2:36][OH:37].[CH:1]([CH3:2])([CH3:3])[N:4]([C:5]([CH:6]=[C:7]([c:8]1[cH:9][cH:10][cH:11][cH:12][cH:13]1)[c:14]1[c:15]([N:20]=[N:21][c:22]2[cH:23][c:24]([CH3:25])[c:26]([OH:27])[c:28]([CH3:29])[cH:30]2)[cH:16][cH:17][cH:18][cH:19]1)=[O:31])[CH:32]([CH3:33])[CH3:34]>>[CH:1]([CH3:2])([CH3:3])[N:4]([C:5]([CH:6]=[C:7]([c:8]1[cH:9][cH:10][cH:11][cH:12][cH:13]1)[c:14]1[c:15]([NH2:20])[cH:16][cH:17][cH:18][cH:19]1)=[O:31])[CH:32]([CH3:33])[CH3:34]. Conditions: time 4 hour. Reactants: CC1=NC(=NO1)C1=CC=C(C=C1)C#CC1(CN2CCC1CC2)O (3-[2-(4-(5-methyl-1,2,4-oxadiazole-3-yl)phenyl)ethynyl]-3-hydroxyquinuclidine). Yield: 24.3%. Procedure details: A mixture of 3-[2-(4-(5-methyl-1,2,4-oxadiazole-3-yl)phenyl)ethynyl]-3-hydroxyquinuclidine (0.61 g) and 5% Pd on carbon (60 mg) in ethanol (100 ml) was hydrogenated at atmospheric pressure for 4 hours. The mixture was filtered and the filtrate was evaporated. The residue was purified by flash chromatography on silica gel eluting with 10% methanol in dichloromethane containing 1% ammonia (density, 0.88 g/cm3), to give 3-[2-(4-(5-methyl-1,2,4-oxadiazol-3-yl)phenyl)ethyl]-3-hydroxyquinuclidine (0.1... The reagents and catalysts are [Pd] (Pd on carbon). Solvent: C(C)O (ethanol). Product: CC1=NC(=NO1)C1=CC=C(C=C1)CCC1(CN2CCC1CC2)O (3-[2-(4-(5-methyl-1,2,4-oxadiazol-3-yl)phenyl)ethyl]-3-hydroxyquinuclidine). Reaction SMILES: [CH3:1][C:2]1[O:6][N:5]=[C:4]([C:7]2[CH:12]=[CH:11][C:10]([C:13]#[C:14][C:15]3([OH:23])[CH:20]4[CH2:21][CH2:22][N:17]([CH2:18][CH2:19]4)[CH2:16]3)=[CH:9][CH:8]=2)[N:3]=1>C(O)C.[Pd]>[CH3:1][C:2]1[O:6][N:5]=[C:4]([C:7]2[CH:8]=[CH:9][C:10]([CH2:13][CH2:14][C:15]3([OH:23])[CH:20]4[CH2:21][CH2:22][N:17]([CH2:18][CH2:19]4)[CH2:16]3)=[CH:11][CH:12]=2)[N:3]=1. Starting materials: C(C)NC(=O)C1C(C(C(C1)N1N=NC2=C1N=C(N=C2NC2C(C2)C2=CC=CC=C2)SCCC)O)O (N-Ethyl-2,3-dihydroxy-4-[7-[(2-phenylcyclopropyl)amino]-5-(propylthio)-3H-1,2,3-triazolo[4,5-d]pyrimidin-3-yl]-cyclopentanecarboxamide), CC1CCNCC1 (4-methyl-piperidine). The product is OC1C(CC(C1O)N1N=NC2=C1N=C(N=C2NC2C(C2)C2=CC=CC=C2)SCCC)C(=O)N2CCC(CC2)C (1-[2,3-Dihydroxy-4-[7-[(2-phenylcyclopropyl)amino]-5-(propylthio)-3H-1,2,3-triazolo[4,5-d]pyrimidin -3-yl]-cyclopentylcarbonyl]-4-methyl-piperidine). As a reaction SMILES: [CH2:1]([NH:3][C:4]([CH:6]1[CH2:10][CH:9]([N:11]2[C:15]3[N:16]=[C:17]([S:30][CH2:31][CH2:32][CH3:33])[N:18]=[C:19]([NH:20][CH:21]4[CH2:23][CH:22]4[C:24]4[CH:29]=[CH:28][CH:27]=[CH:26][CH:25]=4)[C:14]=3[N:13]=[N:12]2)[CH:8]([OH:34])[CH:7]1[OH:35])=[O:5])[CH3:2].[CH3:36][CH:37]1CCN[CH2:39][CH2:38]1>>[OH:35][CH:7]1[CH:8]([OH:34])[CH:9]([N:11]2[C:15]3[N:16]=[C:17]([S:30][CH2:31][CH2:32][CH3:33])[N:18]=[C:19]([NH:20][CH:21]4[CH2:23][CH:22]4[C:24]4[CH:25]=[CH:26][CH:27]=[CH:28][CH:29]=4)[C:14]=3[N:13]=[N:12]2)[CH2:10][CH:6]1[C:4]([N:3]1[CH2:39][CH2:38][CH:37]([CH3:36])[CH2:2][CH2:1]1)=[O:5]. Procedure details: The title compound was prepared according to the method of example 39, step a) using the product from example 1, step c) and 4-methyl-piperidine, followed by deprotection according to the method of example 39, step b).